This data is from the Open Reaction Database (ORD), a public repository of structured organic reaction records. The task is: describe an organic reaction: reactants, conditions, products, and yield The reactants are BrCc1ccccc1, CCOC(=O)C(=NO)C(C)=O. Product: CCOC(=O)C(=NOCc1ccccc1)C(C)=O. Reaction SMILES: [Br:12][CH2:13][c:14]1[cH:15][cH:16][cH:17][cH:18][cH:19]1.[OH:1][N:2]=[C:3]([C:4](=[O:5])[O:6][CH2:7][CH3:8])[C:9]([CH3:10])=[O:11]>>[O:1]([N:2]=[C:3]([C:4](=[O:5])[O:6][CH2:7][CH3:8])[C:9]([CH3:10])=[O:11])[CH2:13][c:14]1[cH:15][cH:16][cH:17][cH:18][cH:19]1. Procedure: To a mixture of 5-amino-6-bromo-3′,4′,5′,6′-tetrahydro-2′H-[2,4′]bipyridinyl-1′-carboxylic acid tert-butyl ester (331 mg, 0.93 mmol) (as prepared in Example 54, step (c)) and cyclohexen-1-yl boronic acid (141 mg, 1.11 mmol) in 5 mL of EtOH, 10 mL of toluene and 5 mL of 2 M Na2CO3, was added Pd(PPh3)4 (107 mg, 0.0930 mmol) and the result was heated at 80° C. for 16 h. The reaction was diluted with 100 mL of ether and 100 mL of brine and the layers were separated. The organic layer was dried (Na2S... As a reaction SMILES: [C:1]([O:5][C:6]([N:8]1[CH2:13][CH2:12][CH:11]([C:14]2[CH:19]=[CH:18][C:17]([NH2:20])=[C:16](Br)[N:15]=2)[CH2:10][CH2:9]1)=[O:7])([CH3:4])([CH3:3])[CH3:2].[C:22]1(B(O)O)[CH2:27][CH2:26][CH2:25][CH2:24][CH:23]=1>CCO.C1(C)C=CC=CC=1.C([O-])([O-])=O.[Na+].[Na+].CCOCC.[Cl-].[Na+].O.C1C=CC([P]([Pd]([P](C2C=CC=CC=2)(C2C=CC=CC=2)C2C=CC=CC=2)([P](C2C=CC=CC=2)(C2C=CC=CC=2)C2C=CC=CC=2)[P](C2C=CC=CC=2)(C2C=CC=CC=2)C2C=CC=CC=2)(C2C=CC=CC=2)C2C=CC=CC=2)=CC=1>[C:1]([O:5][C:6]([N:8]1[CH2:13][CH2:12][CH:11]([C:14]2[CH:19]=[CH:18][C:17]([NH2:20])=[C:16]([C:22]3[CH2:27][CH2:26][CH2:25][CH2:24][CH:23]=3)[N:15]=2)[CH2:10][CH2:9]1)=[O:7])([CH3:4])([CH3:3])[CH3:2] |f:4.5.6,8.9.10,^1:58,60,79,98|. The yield is 74.6%. Reaction conditions: temperature 80 celsius. The solvent is CCO (EtOH), C1(=CC=CC=C1)C (toluene), C(=O)([O-])[O-].[Na+].[Na+] (Na2CO3), CCOCC (ether), [Cl-].[Na+].O (brine). The reactants are C(C)(C)(C)OC(=O)N1CCC(CC1)C1=NC(=C(C=C1)N)Br (5-amino-6-bromo-3′,4′,5′,6′-tetrahydro-2′H-[2,4′]bipyridinyl-1′-carboxylic acid tert-butyl ester), C1(=CCCCC1)B(O)O (cyclohexen-1-yl boronic acid). Yields the product C(C)(C)(C)OC(=O)N1CCC(CC1)C1=NC(=C(C=C1)N)C1=CCCCC1 (5-Amino-6-cyclohex-1-enyl-3′,4′,5′,6′-tetrahydro-2′H-[2,4]bipyridinyl-1′-carboxylic acid tert-butyl ester). Reagents/catalysts: C=1C=CC(=CC1)[P](C=2C=CC=CC2)(C=3C=CC=CC3)[Pd]([P](C=4C=CC=CC4)(C=5C=CC=CC5)C=6C=CC=CC6)([P](C=7C=CC=CC7)(C=8C=CC=CC8)C=9C=CC=CC9)[P](C=1C=CC=CC1)(C=1C=CC=CC1)C=1C=CC=CC1 (Pd(PPh3)4). Reactants: [Cu](C#N)C#N (copper cyanide), C(O)([O-])=O.[Na+] (sodium hydrogencarbonate), N(=O)[O-].[Na+] (sodium nitrite), ClC1=C(N)C=CC(=C1)C(F)(F)F (2-chloro-4-trifluoromethylaniline), [C-]#N.[Na+] (sodium cyanide), C(O)([O-])=O.[Na+] (sodium hydrogencarbonate). The reagents and catalysts are O.S(=O)(=O)([O-])[O-].[Ni+2] (nickel sulphate hydrate). Run in O (water), O (water), S(O)(O)(=O)=O (sulphuric acid), O (water). Conditions: temperature 95 celsius, time 2 hour. Yields the product ClC1=C(C#N)C=CC(=C1)C(F)(F)F (2-chloro-4-trifluoromethylbenzonitrile). Isolated yield 391.4%. RXN SMILES: [Cl:1][C:2]1[CH:8]=[C:7]([C:9]([F:12])([F:11])[F:10])[CH:6]=[CH:5][C:3]=1N.N([O-])=O.[Na+].[C-]#N.[Na+].[Cu](C#N)[C:21]#[N:22].C(=O)([O-])O.[Na+]>S(=O)(=O)(O)O.O.O.S([O-])([O-])(=O)=O.[Ni+2]>[Cl:1][C:2]1[CH:8]=[C:7]([C:9]([F:12])([F:11])[F:10])[CH:6]=[CH:5][C:3]=1[C:21]#[N:22] |f:1.2,3.4,6.7,10.11.12|. Procedure details: A suspension of 10 g of 2-chloro-4-trifluoromethylaniline in 18 g of 95% sulphuric acid and 65 ml of water is slowly added at 15° C. to a solution of 3.57 g of sodium nitrite in 7 ml of water. The reaction mixture is stirred at 40°-45° C. for 2 hours and then carefully poured onto the following mixture maintained at 95° C.: 10.77 g of sodium cyanide, 0.51 g of copper cyanide, 25.8 g of sodium hydrogencarbonate and 0.46 g of nickel sulphate hydrate in 30 ml of water. The reaction mixture is stirr... Starting materials: resultant solution, Cl (hydrogen chloride), Cl.C(C)(=O)OC1=C2CC(C=C(C2=CC=C1OC(C)=O)CNC([C@@H](NC([C@@H](NC(=O)OC(C)(C)C)C)=O)C)=O)C1=CC=CC=C1 (5,6-Bis(acetoxy)-1-(N-t-butoxycarbonyl-alanyl-alanyl)aminomethyl-3-phenyl-3,4-dihydronaphthalene hydrochloride). Solvent: C(C)OCC (diethyl ether). Reaction conditions: time 3 hour. Yields the product Cl.C(C)(=O)OC1=C2CC(C=C(C2=CC=C1OC(C)=O)CNC([C@@H](NC([C@@H](N)C)=O)C)=O)C1=CC=CC=C1 (5,6-Bis(acetoxy)-1-(alanyl, alanyl)aminomethyl-3-phenyl-3,4-dihydronaphthalene Hydrochloride). The yield is 94.9%. Reaction SMILES: [ClH:1].[C:2]([O:5][C:6]1[C:15]([O:16][C:17](=[O:19])[CH3:18])=[CH:14][CH:13]=[C:12]2[C:7]=1[CH2:8][CH:9]([C:39]1[CH:44]=[CH:43][CH:42]=[CH:41][CH:40]=1)[CH:10]=[C:11]2[CH2:20][NH:21][C:22](=[O:38])[C@H:23]([CH3:37])[NH:24][C:25](=[O:36])[C@H:26]([CH3:35])[NH:27]C(OC(C)(C)C)=O)(=[O:4])[CH3:3].Cl>C(OCC)C>[ClH:1].[C:2]([O:5][C:6]1[C:15]([O:16][C:17](=[O:19])[CH3:18])=[CH:14][CH:13]=[C:12]2[C:7]=1[CH2:8][CH:9]([C:39]1[CH:40]=[CH:41][CH:42]=[CH:43][CH:44]=1)[CH:10]=[C:11]2[CH2:20][NH:21][C:22](=[O:38])[C@H:23]([CH3:37])[NH:24][C:25](=[O:36])[C@H:26]([CH3:35])[NH2:27])(=[O:4])[CH3:3] |f:0.1,4.5|. Reported procedure: 5,6-Bis(acetoxy)-1-(N-t-butoxycarbonyl-alanyl-alanyl)aminomethyl-3-phenyl-3,4-dihydronaphthalene hydrochloride (2.00 g, 3.36 mmol) from Step 1 was dissolved in 25 mL of diethyl ether. The resultant solution was cooled and saturated with hydrogen chloride. The solution was stirred at ambient temperature for 3 h. The precipitate was filtered and washed thoroughly with dry diethyl ether. The solid was dried overnight at 60° C. in vacuo to give 1.69 g (95% yield) of the title compound as an off-whit... Starting materials: CSC1=CC=C(C=C1)CC(=O)C1=CC=C(C=C1)C (2-(4-Methylthiophenyl)-1-(4-methylphenyl)ethanone), Br (HBr), BrBr (bromine). The solvent is C(C)(=O)O (acetic acid), C(C)(=O)O (acetic acid), C(C)(=O)O (acetic acid). Run at time 20 minute. The product is BrC(C(=O)C1=CC=C(C=C1)C)C1=CC=C(C=C1)SC (2-bromo-2-(4-methylthiophenyl)-1-(4-methylphenyl)ethanone). Isolated yield 64.0%. RXN SMILES: [CH3:1][S:2][C:3]1[CH:8]=[CH:7][C:6]([CH2:9][C:10]([C:12]2[CH:17]=[CH:16][C:15]([CH3:18])=[CH:14][CH:13]=2)=[O:11])=[CH:5][CH:4]=1.[BrH:19].BrBr>C(O)(=O)C>[Br:19][CH:9]([C:6]1[CH:5]=[CH:4][C:3]([S:2][CH3:1])=[CH:8][CH:7]=1)[C:10]([C:12]1[CH:13]=[CH:14][C:15]([CH3:18])=[CH:16][CH:17]=1)=[O:11]. Procedure details: A 500 mL round-bottomed flask equipped with a pressure-equalizing addition funnel and provisions for magnetic stirring was charged with 2-(4-methylthiophenyl)-1-(4-methylphenyl)ethanone from Step 2 (10.0 g, 39.0 mmol), 33% HBr in acetic acid (70 mL) and glacial acetic acid (100 mL). Over approximately 20 minutes, a solution of bromine in acetic acid (1M, 39 mL) was added to the suspension, and the reaction was held at room temperature for one hour. Any undissolved solids were removed by filtrati...